Dataset: the Open Reaction Database (ORD), a public repository of structured organic reaction records. Task: describe an organic reaction: reactants, conditions, products, and yield Starting materials: BrC=1C=C(C=C2C3=C(NC12)C(OCC3)(CC)CCO)C(C)C (2-(8-bromo-1-ethyl-6-isopropyl-1,3,4,9-tetrahydro-pyrano[3,4-b]indol-1-yl)-ethanol), C(=O)C=1C=C(C=CC1)B(O)O (3-formylphenylboronic acid). The product is C(C)C1(OCCC2=C1NC1=C(C=C(C=C21)C(C)C)C2=CC=CC=C2)CCO (2-(1-Ethyl-6-isopropyl-8-phenyl-1,3,4,9-tetrahydro-pyrano[3,4-b]indol-1-yl)-ethanol). RXN SMILES: Br[C:2]1[CH:3]=[C:4]([CH:20]([CH3:22])[CH3:21])[CH:5]=[C:6]2[C:10]=1[NH:9][C:8]1[C:11]([CH2:17][CH2:18][OH:19])([CH2:15][CH3:16])[O:12][CH2:13][CH2:14][C:7]2=1.C([C:25]1[CH:26]=[C:27](B(O)O)[CH:28]=[CH:29][CH:30]=1)=O>>[CH2:15]([C:11]1([CH2:17][CH2:18][OH:19])[C:8]2[NH:9][C:10]3[C:6]([C:7]=2[CH2:14][CH2:13][O:12]1)=[CH:5][C:4]([CH:20]([CH3:22])[CH3:21])=[CH:3][C:2]=3[C:25]1[CH:26]=[CH:27][CH:28]=[CH:29][CH:30]=1)[CH3:16]. Reported procedure: The title compound is prepared in a manner analogous to Example 1, except using 2-(8-bromo-1-ethyl-6-isopropyl-1,3,4,9-tetrahydro-pyrano[3,4-b]indol-1-yl)-ethanol and 3-formylphenylboronic acid in step 1.F. Reactants: C(C)[C@H]1[C@H](C[C@H](C1)O)C(=O)O ((1S,2R,4S)-2-ethyl-4-hydroxycyclopentanecarboxylic acid), CCOCC (Et2O), CCOCC (Et2O), TEA, C1COC(=O)N1P(=O)(N2CCOC2=O)Cl (BOP-Cl), TEA. Run in C(Cl)Cl (DCM), C(C)[C@H]1[C@H]2C(O[C@@H](C1)C2)=O ((1S,4S,5R)-5-ethyl-2-oxabicyclo[2.2.1]heptan-3-one), C(Cl)Cl (DCM). Run at time 2 hour. Yields the product C(C)C1C2C(OC(C1)C2)=O (5-ethyl-2-oxabicyclo[2.2.1]heptan-3-one). RXN SMILES: [CH2:1]([C@@H:3]1[CH2:7][C@H:6](O)[CH2:5][C@@H:4]1[C:9]([OH:11])=[O:10])[CH3:2].C1N(P(Cl)(N2C(=O)OCC2)=O)C(=O)OC1.CCOCC>C(Cl)Cl.C([C@@H]1C[C@H]2C[C@@H]1C(=O)O2)C>[CH2:1]([CH:3]1[CH2:7][CH:6]2[CH2:5][CH:4]1[C:9](=[O:10])[O:11]2)[CH3:2]. Reported procedure: To a scalemic mixture enriched in (1S,2R,4S)-2-ethyl-4-hydroxycyclopentanecarboxylic acid (0.943 g, 5.96 mmol) in DCM (60 mL) was added TEA (2.5 mL, 18 mmol) and BOP-Cl (1.821 g, 7.15 mmol). The reaction mixture was stirred at ambient temperature for about 2 h then poured into Et2O (350 mL). The solid was removed by filtration while washing with Et2O (50 mL). The filtrate was concd under reduced pressure to give a yellow oil which was dissolved in DCM (5 mL) and Et2O was added to give a solid. T... Reactants: C(C)N(CC)S(F)(F)F (diethylaminosulfur trifluoride), ClC=1C(=NC=NC1CC)N[C@@H]1CC[C@@H](CC1)C(C)(C)O (5-Chloro-6-ethyl-4-[cis-4-(2-hydroxy-2-propyl)cyclohexylamino]pyrimidine), O (water). Solvent: ClCCl (dichloromethane). Run at time 1 hour. The product is ClC=1C(=NC=NC1CC)N[C@@H]1CC[C@@H](CC1)C(=C)C (5-Chloro-6-ethyl-4-[cis-4-(isopropenyl)cyclohexylamino]pyrimidine). RXN SMILES: C(N(S(F)(F)F)CC)C.[Cl:10][C:11]1[C:12]([NH:19][C@H:20]2[CH2:25][CH2:24][C@@H:23]([C:26](O)([CH3:28])[CH3:27])[CH2:22][CH2:21]2)=[N:13][CH:14]=[N:15][C:16]=1[CH2:17][CH3:18].O>ClCCl>[Cl:10][C:11]1[C:12]([NH:19][C@H:20]2[CH2:25][CH2:24][C@@H:23]([C:26]([CH3:28])=[CH2:27])[CH2:22][CH2:21]2)=[N:13][CH:14]=[N:15][C:16]=1[CH2:17][CH3:18]. Procedure details: 1.8 g (11 mmol) of diethylaminosulfur trifluoride (DAST) were added to 3.0 g (10 mmol) of the alcohol from Example 1 in 50 ml of dichloromethane at -50° C., and the mixture was stirred at room temperature for 1 hour. It was poured into water and the organic phase was washed with aqueous sodium hydrogen carbonate solution, dried and concentrated. The crude product was chromatographed on silica gel with petroleum ether/ethyl acetate 7:3 to give, first of all, 0.8 g (28.6% of theory) of the product...